This data is from the Open Reaction Database (ORD), a public repository of structured organic reaction records. The task is: describe an organic reaction: reactants, conditions, products, and yield The reactants are C[C@@H]1CNS(C1)(=O)=O ((R)-4-methylisothiazolidine 1,1-dioxide), BrC1=CC(=C(C=C1)C(=O)N1CCN(CC1)C1=NC=C(C=C1C)C1CC1)F ((4-bromo-2-fluorophenyl)[4-(5-cyclopropyl-3-methylpyridin-2-yl)piperazin-1-yl]methanone). Product: C1(CC1)C=1C=C(C(=NC1)N1CCN(CC1)C(=O)C1=C(C=C(C=C1)N1S(C[C@@H](C1)C)(=O)=O)F)C ((R)-[4-(5-cyclopropyl-3-methylpyridin-2-yl)piperazin-1-yl][2-fluoro-4-(4-methyl-1,1-dioxo-1λ6-isothiazolidin-2-yl)phenyl]methanone). Isolated yield 34.4%. Reaction SMILES: [CH3:1][C@H:2]1[CH2:6][S:5](=[O:8])(=[O:7])[NH:4][CH2:3]1.Br[C:10]1[CH:15]=[CH:14][C:13]([C:16]([N:18]2[CH2:23][CH2:22][N:21]([C:24]3[C:29]([CH3:30])=[CH:28][C:27]([CH:31]4[CH2:33][CH2:32]4)=[CH:26][N:25]=3)[CH2:20][CH2:19]2)=[O:17])=[C:12]([F:34])[CH:11]=1>>[CH:31]1([C:27]2[CH:28]=[C:29]([CH3:30])[C:24]([N:21]3[CH2:20][CH2:19][N:18]([C:16]([C:13]4[CH:14]=[CH:15][C:10]([N:4]5[CH2:3][C@@H:2]([CH3:1])[CH2:6][S:5]5(=[O:8])=[O:7])=[CH:11][C:12]=4[F:34])=[O:17])[CH2:23][CH2:22]3)=[N:25][CH:26]=2)[CH2:32][CH2:33]1. Procedure: Using (R)-4-methylisothiazolidine 1,1-dioxide (180 mg) described in Preparation Example 7 and (4-bromo-2-fluorophenyl)[4-(5-cyclopropyl-3-methylpyridin-2-yl)piperazin-1-yl]methanone (371 mg) described in Preparation Example 121 and by the reaction and treatment in the same manner as in Example 4, the title compound (144 mg) was obtained. Starting materials: BrC=1SC(=CC1C1=C(N=C(S1)NC(C)=O)C)S(=O)(=O)N1CC(CCC1)O (N-(5-{2-bromo-5-[(3-hydroxypiperidin-1-yl)sulfonyl]-3-thienyl}-4-methyl-1,3-thiazol-2-yl)acetamide), C(CCC)[Li] (n-Butyllithium). The solvent is O (water), TBF. Conditions: temperature -70 celsius, time 1 hour. Product: OC1CN(CCC1)S(=O)(=O)C1=CC(=CS1)C1=C(N=C(S1)NC(C)=O)C (N-(5-{5-[(3-hydroxypiperidin-1-yl)sulfonyl]-3-thienyl}-4-methyl-1,3-thiazol-2-yl)acetamide). Isolated yield 43.0%. RXN SMILES: Br[C:2]1[S:3][C:4]([S:17]([N:20]2[CH2:25][CH2:24][CH2:23][CH:22]([OH:26])[CH2:21]2)(=[O:19])=[O:18])=[CH:5][C:6]=1[C:7]1[S:11][C:10]([NH:12][C:13](=[O:15])[CH3:14])=[N:9][C:8]=1[CH3:16].C([Li])CCC>O>[OH:26][CH:22]1[CH2:23][CH2:24][CH2:25][N:20]([S:17]([C:4]2[S:3][CH:2]=[C:6]([C:7]3[S:11][C:10]([NH:12][C:13](=[O:15])[CH3:14])=[N:9][C:8]=3[CH3:16])[CH:5]=2)(=[O:19])=[O:18])[CH2:21]1. Procedure details: N-(5-{2-bromo-5-[(3-hydroxypiperidin-1-yl)sulfonyl]-3-thienyl}-4-methyl-1,3-thiazol-2-yl)acetamide obtained in Step I as described above (54 mg; 0.112 mmol; 1 eq), is dissolved in dry TBF (5 ml) at −70° C. under an inert atmosphere. n-Butyllithium (0.15 ml; 1.6 M; 0.24 mmol; 2.20 eq) is added slowly and reaction stirred at −70° C. for 1 hour before being hydrolyzed with water (0.3 ml). Reaction is warmed up to room temperature before being concentrated to dryness. Residue is taken up with water ... Starting materials: BrC1=CC=C(S1)S(=O)(=O)N1C=C(C=C1)/C=C/C(=O)O ((E)-3-[1-(5-bromo-thiophene-2-sulfonyl)-1H-pyrrol-3-yl]-acrylic acid), CN(C)C=O (DMF), O1C(CCCC1)ON (O-(tetrahydro-2H-pyran-2-yl)hydroxylamine). Solvent: C(C)N(CC)CC (triethylamine). Reaction conditions: time 0.5 hour. Product: BrC1=CC=C(S1)S(=O)(=O)N1C=C(C=C1)/C=C/C(=O)NOC1OCCCC1 ((E)-3-[1-(5-Bromo-thiophene-2-sulfonyl)-1H-pyrrol-3-yl]-N-(tetrahydro-pyran-2-yloxy)-acrylamide). RXN SMILES: [Br:1][C:2]1[S:6][C:5]([S:7]([N:10]2[CH:14]=[CH:13][C:12](/[CH:15]=[CH:16]/[C:17]([OH:19])=O)=[CH:11]2)(=[O:9])=[O:8])=[CH:4][CH:3]=1.CN(C=O)C.[O:25]1[CH2:30][CH2:29][CH2:28][CH2:27][CH:26]1[O:31][NH2:32]>C(N(CC)CC)C>[Br:1][C:2]1[S:6][C:5]([S:7]([N:10]2[CH:14]=[CH:13][C:12](/[CH:15]=[CH:16]/[C:17]([NH:32][O:31][CH:26]3[CH2:27][CH2:28][CH2:29][CH2:30][O:25]3)=[O:19])=[CH:11]2)(=[O:8])=[O:9])=[CH:4][CH:3]=1. Procedure: A mixture of 3.8 g (E)-3-[1-(5-bromo-thiophene-2-sulfonyl)-1H-pyrrol-3-yl]-acrylic acid with 200 ml DMF and 1.6 g HOBtxH2O and 15.0 ml triethylamine is stirred at ambient temperature for 0.5 h. Then 6.04 g EDCxHCL are added and the suspension is stirred again for 0.5 h. Finally 1.23 g O-(tetrahydro-2H-pyran-2-yl)hydroxylamine are added and the suspension is stirred at ambient temperature for 24 h. The DMF is evaporated and the residue is extracted with ethyl acetate and water. The organic layer ... Procedure details: The title compound is prepared using an analogous method as described in Example 1.1, utilising 4-bromo-3-(trifluoromethyl)-benzonitrile and pyrrolidine (Fluka, Buchs, Switzerland), with a reaction temperature of 95° C. Reaction SMILES: Br[C:2]1[CH:9]=[CH:8][C:5]([C:6]#[N:7])=[CH:4][C:3]=1[C:10]([F:13])([F:12])[F:11].[NH:14]1[CH2:18][CH2:17][CH2:16][CH2:15]1>>[N:14]1([C:2]2[CH:9]=[CH:8][C:5]([C:6]#[N:7])=[CH:4][C:3]=2[C:10]([F:13])([F:12])[F:11])[CH2:18][CH2:17][CH2:16][CH2:15]1. Starting materials: BrC1=C(C=C(C#N)C=C1)C(F)(F)F (4-bromo-3-(trifluoromethyl)-benzonitrile), N1CCCC1 (pyrrolidine). Yields the product N1(CCCC1)C1=C(C=C(C#N)C=C1)C(F)(F)F (4-(1-Pyrrolidinyl)-3-(trifluoromethyl)-benzonitrile).